describe an organic reaction: reactants, conditions, products, and yield From a dataset of the Open Reaction Database (ORD), a public repository of structured organic reaction records. The reactants are FC1=C(OCC(=O)OCC)C=CC(=C1NCC1=C(C=CC(=C1)C1=CC(=CC=C1)F)F)C (ethyl 2-[2-fluoro-3-[[2-fluoro-5-(3-fluorophenyl)phenyl]methylamino]-4-methyl-phenoxy]acetate), [OH-].[Na+] (NaOH). Run in C1CCOC1 (THF). Run at time 1 hour. The product is FC1=C(OCC(=O)O)C=CC(=C1NCC1=C(C=CC(=C1)C1=CC(=CC=C1)F)F)C (2-[2-Fluoro-3-[[2-fluoro-5-(3-fluorophenyl)phenyl]methylamino]-4-methyl-phenoxy]acetic acid). Isolated yield 81.7%. Reaction SMILES: [F:1][C:2]1[C:14]([NH:15][CH2:16][C:17]2[CH:22]=[C:21]([C:23]3[CH:28]=[CH:27][CH:26]=[C:25]([F:29])[CH:24]=3)[CH:20]=[CH:19][C:18]=2[F:30])=[C:13]([CH3:31])[CH:12]=[CH:11][C:3]=1[O:4][CH2:5][C:6]([O:8]CC)=[O:7].[OH-].[Na+]>C1COCC1>[F:1][C:2]1[C:14]([NH:15][CH2:16][C:17]2[CH:22]=[C:21]([C:23]3[CH:28]=[CH:27][CH:26]=[C:25]([F:29])[CH:24]=3)[CH:20]=[CH:19][C:18]=2[F:30])=[C:13]([CH3:31])[CH:12]=[CH:11][C:3]=1[O:4][CH2:5][C:6]([OH:8])=[O:7] |f:1.2|. Procedure: To a solution of ethyl 2-[2-fluoro-3-[[2-fluoro-5-(3-fluorophenyl)phenyl]methylamino]-4-methyl-phenoxy]acetate (260 mg, 0.61 mmol, 1.0 eq) in THF (10 mL) was added NaOH (1M aqueous solution, 5 mL, 5 mmol, 8.2 eq) at 0° C. The reaction mixture was allowed to warm to room temperature and stirred for 1 h. The organic solvent was evaporated in vacuo and the mixture that remained poured into water. The pH was adjusted to pH 4-6 with dilute HCl and the precipitate that formed was collected by filtrati... The reactants are ClC1=CC2=C(S1)C1(CCN(CC1)CC=1C(=NNC1)C)OCC2(F)F (2-chloro-4,4-difluoro-1′-[(3-methyl-1H-pyrazol-4-yl)methyl]spiro[5H-thieno[2,3-c]pyran-7,4′-piperidine]), BrC1=NC=CC=C1C1=NOC=C1 (3-(2-bromo-pyrid-3-yl)isoxazole). Product: ClC1=CC2=C(S1)C1(CCN(CC1)CC=1C(=NN(C1)C1=NC=CC=C1C1=NOC=C1)C)OCC2(F)F (2-Chloro-4,4-difluoro-1′-[[1-(3-isoxazol-3-yl-2-pyridyl)-3-methyl-pyrazol-4-yl]methyl]spiro[5H-thieno[2,3-c]pyran-7,4′-piperidine]). The yield is 45.0%. As a reaction SMILES: [Cl:1][C:2]1[S:6][C:5]2[C:7]3([O:20][CH2:21][C:22]([F:24])([F:23])[C:4]=2[CH:3]=1)[CH2:12][CH2:11][N:10]([CH2:13][C:14]1[C:15]([CH3:19])=[N:16][NH:17][CH:18]=1)[CH2:9][CH2:8]3.Br[C:26]1[C:31]([C:32]2[CH:36]=[CH:35][O:34][N:33]=2)=[CH:30][CH:29]=[CH:28][N:27]=1>>[Cl:1][C:2]1[S:6][C:5]2[C:7]3([O:20][CH2:21][C:22]([F:23])([F:24])[C:4]=2[CH:3]=1)[CH2:12][CH2:11][N:10]([CH2:13][C:14]1[C:15]([CH3:19])=[N:16][N:17]([C:26]2[C:31]([C:32]4[CH:36]=[CH:35][O:34][N:33]=4)=[CH:30][CH:29]=[CH:28][N:27]=2)[CH:18]=1)[CH2:9][CH2:8]3. Procedure details: This compound is essentially prepared as described in Example 36 by using 2-chloro-4,4-difluoro-1′-[(3-methyl-1H-pyrazol-4-yl)methyl]spiro[5H-thieno[2,3-c]pyran-7,4′-piperidine] and 3-(2-bromo-pyrid-3-yl)isoxazole as starting material. Residue is purified by normal phase Isco chromatography (ethyl acetate is used as eluent) to yield 45% of the title compound: mass spectrum (m/z): 518 (M+1)